From a dataset of the Open Reaction Database (ORD), a public repository of structured organic reaction records. describe an organic reaction: reactants, conditions, products, and yield Starting materials: [Na] (Sodium), C(CCC)OC1=NC(=C2N=CN(C2=N1)CC=1C=NC(=CC1)Cl)N (2-butoxy-9-(6-chloro-3-pyridylmethyl)adenine), CO (methanol). Yields the product C(CCC)OC1=NC(=C2N=CN(C2=N1)CC=1C=NC(=CC1)OC)N (2-Butoxy-9-(6-methoxy-3-pyridylmethyl)adenine). Isolated yield 50.0%. As a reaction SMILES: [Na].[CH2:2]([O:6][C:7]1[N:15]=[C:14]2[C:10]([N:11]=[CH:12][N:13]2[CH2:16][C:17]2[CH:18]=[N:19][C:20](Cl)=[CH:21][CH:22]=2)=[C:9]([NH2:24])[N:8]=1)[CH2:3][CH2:4][CH3:5].[CH3:25][OH:26]>>[CH2:2]([O:6][C:7]1[N:15]=[C:14]2[C:10]([N:11]=[CH:12][N:13]2[CH2:16][C:17]2[CH:18]=[N:19][C:20]([O:26][CH3:25])=[CH:21][CH:22]=2)=[C:9]([NH2:24])[N:8]=1)[CH2:3][CH2:4][CH3:5] |^1:0|. Procedure: Sodium (415 mg, 18.0 mmol) was added and completely dissolved in methanol (18 ml). Thereafter, 2-butoxy-9-(6-chloro-3-pyridylmethyl)adenine (300 mg, 0.90 mmol) was added thereto, and the resultant was heated under reflux for 24 hours. The reaction solution was concentrated under reduced pressure, water (30 ml) was added to the residue, and the resultant was neutralized with concentrated hydrochloric acid under ice cooling. The precipitated solid was collected by filtration, and crude crystal was...